Dataset: the Open Reaction Database (ORD), a public repository of structured organic reaction records. Task: describe an organic reaction: reactants, conditions, products, and yield Reactants: [N+](=O)([O-])C1=C(C=CC2=CC=CC=C12)C=O (1-nitro-2-naphthaldehyde), IC1=CC=C(C=C1)OC (4-iodoanisole), example 1 ( 1 ). Product: COC1=CC=C(C=C1)C(O)C1=C(C2=CC=CC=C2C=C1)[N+](=O)[O-] ((4-methoxyphenyl)(1-nitronaphthalen-2-yl)methanol). Reaction SMILES: [N+:1]([C:4]1[C:13]2[C:8](=[CH:9][CH:10]=[CH:11][CH:12]=2)[CH:7]=[CH:6][C:5]=1[CH:14]=[O:15])([O-:3])=[O:2].I[C:17]1[CH:22]=[CH:21][C:20]([O:23][CH3:24])=[CH:19][CH:18]=1>>[CH3:24][O:23][C:20]1[CH:21]=[CH:22][C:17]([CH:14]([C:5]2[CH:6]=[CH:7][C:8]3[C:13](=[CH:12][CH:11]=[CH:10][CH:9]=3)[C:4]=2[N+:1]([O-:3])=[O:2])[OH:15])=[CH:18][CH:19]=1. Procedure: The titled compound was prepared from 1-nitro-2-naphthaldehyde and 4-iodoanisole in a procedure similar to that of example 1 (1). Starting materials: [OH-].[Ca+2].[OH-] (calcium hydroxide), FC1=C(C=CC(=C1)F)[N+](=O)[O-] (2,4-difluoronitrobenzene), S(O)(O)(=O)=O (sulfuric acid), [OH-].[K+] (potassium hydroxide). Solvent: O (water). Run at temperature 55 celsius, time 2 hour. Product: [N+](=O)([O-])C1=C(C=C(C=C1)F)O (2-nitro-5-fluorophenol). RXN SMILES: F[C:2]1[CH:7]=[C:6]([F:8])[CH:5]=[CH:4][C:3]=1[N+:9]([O-:11])=[O:10].[OH-].[K+].S(=O)(=O)(O)[OH:15].[OH-].[Ca+2].[OH-]>O>[N+:9]([C:3]1[CH:4]=[CH:5][C:6]([F:8])=[CH:7][C:2]=1[OH:15])([O-:11])=[O:10] |f:1.2,4.5.6|. The yield is 83.6%. Procedure: 159.1 g (1 mol) of 2,4-difluoronitrobenzene and 550 g of water are initially introduced and are heated to 55° C. With vigorous stirring, 241.2 g (2.15 mol) of 50% strength potassium hydroxide solution are added dropwise over 4 hours and the temperature is maintained at 55° C. (exothermic reaction). Stirring is then continued for another 2 hours at this temperature. The pH is then adjusted to 4.3 (25° C.) using 88 g of sulfuric acid, and 74.1 g of calcium hydroxide are added. The pH is readjusted...